From a dataset of the Open Reaction Database (ORD), a public repository of structured organic reaction records. describe an organic reaction: reactants, conditions, products, and yield Solvent: C(C)(=O)OCC (ethyl acetate), C(C)O (ethanol), O (water). Reaction SMILES: [CH3:1][C:2]1[CH:3]=[C:4]([N:9]2[C:13](=[O:14])[C:12](=[N:15][NH:16][C:17]3[CH:22]=[CH:21][CH:20]=[C:19](Br)[C:18]=3[O:24][CH3:25])[C:11]([CH3:26])=[N:10]2)[CH:5]=[CH:6][C:7]=1[CH3:8].[C:27]([C:30]1[CH:31]=[C:32](B(O)O)[CH:33]=[CH:34][CH:35]=1)([OH:29])=[O:28].[OH-].[K+].C.Cl>C(O)C.O.C(OCC)(=O)C.C1C=CC(P(C2C=CC=CC=2)C2C=CC=CC=2)=CC=1.C1C=CC(P(C2C=CC=CC=2)C2C=CC=CC=2)=CC=1.Cl[Pd]Cl>[CH3:1][C:2]1[CH:3]=[C:4]([N:9]2[C:13](=[O:14])[C:12](=[N:15][NH:16][C:17]3[C:18]([O:24][CH3:25])=[C:19]([C:34]4[CH:33]=[CH:32][CH:31]=[C:30]([C:27]([OH:29])=[O:28])[CH:35]=4)[CH:20]=[CH:21][CH:22]=3)[C:11]([CH3:26])=[N:10]2)[CH:5]=[CH:6][C:7]=1[CH3:8] |f:2.3,9.10.11|. Procedure details: A mixture of 1-(3,4-dimethylphenyl)-3-methyl-4-(3-bromo-2-methoxyphenyl)hydrazono-5-pyrazolone (10 g) prepared as in Example 16, 3-carboxyphenylboronic acid (5.2 g), bis(triphenylphosphine)palladium(II)chloride [PdCl2(PPh3)2] (0.84 g), potassium hydroxide (6.72 g) in ethanol (200 mL) and water (15 mL) was heated to about reflux temperature under nitrogen atmosphere and stirred for about 8 hours. The reaction mixture was cooled to about 30° C. to about 35° C. and stirred for about 4 hours at abou... Starting materials: CC=1C=C(C=CC1C)N1N=C(C(C1=O)=NNC1=C(C(=CC=C1)Br)OC)C (1-(3,4-dimethylphenyl)-3-methyl-4-(3-bromo-2-methoxyphenyl)hydrazono-5-pyrazolone), C(=O)(O)C=1C=C(C=CC1)B(O)O (3-carboxyphenylboronic acid), [OH-].[K+] (potassium hydroxide), C (Norit), C (charcoal), Cl (hydrochloric acid). The product is CC=1C=C(C=CC1C)N1N=C(C(C1=O)=NNC=1C(=C(C=CC1)C1=CC(=CC=C1)C(=O)O)OC)C (3′-{N′-[1-(3,4-dimethylphenyl)-3-methyl-5-oxo-1,5-dihydro-pyrazol-4-ylidene]hydrazino}-2′-methoxybiphenyl-3-carboxylic acid). Reagents/catalysts: C1=CC=C(C=C1)P(C2=CC=CC=C2)C3=CC=CC=C3.C1=CC=C(C=C1)P(C2=CC=CC=C2)C3=CC=CC=C3.Cl[Pd]Cl (bis(triphenylphosphine)palladium(II)chloride). Run at time 8 hour.